This data is from the Open Reaction Database (ORD), a public repository of structured organic reaction records. The task is: describe an organic reaction: reactants, conditions, products, and yield Reactants: CC(=O)OI1(C=2C=CC=CC2C(=O)O1)(OC(=O)C)OC(=O)C (Dess-Martin periodinane), BrC1=CC=C(C=C1)C(C(=O)OC)O (methyl (4-bromophenyl)(hydroxy)acetate). Solvent: C(Cl)Cl (methylene chloride). Conditions: time 2 hour. The product is BrC1=CC=C(C=C1)C(C(=O)OC)=O (methyl (4-bromophenyl)(oxo)acetate). RXN SMILES: CC(OI1(OC(C)=O)(OC(C)=O)OC(=O)C2C=CC=CC1=2)=O.[Br:23][C:24]1[CH:29]=[CH:28][C:27]([CH:30]([OH:35])[C:31]([O:33][CH3:34])=[O:32])=[CH:26][CH:25]=1>C(Cl)Cl>[Br:23][C:24]1[CH:25]=[CH:26][C:27]([C:30](=[O:35])[C:31]([O:33][CH3:34])=[O:32])=[CH:28][CH:29]=1. Procedure: Dess-Martin periodinane (7.6 g, 17.96 mmol) was added to an ambient temperature solution of methyl (4-bromophenyl)(hydroxy)acetate (4 g, 16.33 mmol) in methylene chloride (100 mL). After stirring at ambient temperature for 2 h, the reaction mixture was quenched with saturated aqueous sodium thiosulfate/saturated aqueous sodium bicarbonate (1:1) and extracted with methylene chloride. The combined organic extracts were dried (magnesium sulfate) and concentrated in vacuo. Chromatography over silica...